Dataset: the Open Reaction Database (ORD), a public repository of structured organic reaction records. Task: describe an organic reaction: reactants, conditions, products, and yield The reactants are C1C(CC2=CC=CC=C12)=O (2-indanone), OC1C(C2=CC=CC=C2C1)=O (2-hydroxy-1-indanone), C1=CC=CC2=CC=CC=C12 (Naphthalene), C1C(CC2=CC=CC=C12)=O (2-indanone). Product: C1C=CC2=CC=CC=C12 (Indene). As a reaction SMILES: [CH2:1]1[C:9]2[C:4](=[CH:5][CH:6]=[CH:7][CH:8]=2)[CH2:3][C:2]1=O.C1C2C(=CC=CC=2)C=CC=1.OC1CC2C(=CC=CC=2)C1=O>>[CH2:1]1[C:9]2[C:4](=[CH:5][CH:6]=[CH:7][CH:8]=2)[CH:3]=[CH:2]1. Reported procedure: As a diagnostic reaction to assess similarities or differences between aromatic dioxygenases from the present heterocyclic indole oxidase, crude SCF as prepared in Example 6 was tested in its ability to oxidatively transform indene. This was carried out under conditions identical to those described in Example 9 for indigo accumulation. Indene removal from reaction mixtures was evident from GC/MS analyses (see Materials and Method Section above). A single detectable product accumulated constituti... Starting materials: O.NN (hydrazine monohydrate), CC1=C2[C@H](C(=O)[C@@]3(CC[C@@H]4[C@]([C@H]3[C@@H]([C@@](C2(C)C)(C[C@@H]1O)O)OC(=O)C5=CC=CC=C5)(CO4)OC(=O)C)C)OC(=O)C (7-deoxybaccatin III), C(C)(=O)OCC (Ethyl acetate). Solvent: C(C)O (ethanol). Conditions: time 7 hour. Yields the product CC1=C2[C@H](C(=O)[C@@]3(CC[C@@H]4[C@]([C@H]3[C@@H]([C@@](C2(C)C)(C[C@@H]1O)O)OC(=O)C5=CC=CC=C5)(CO4)OC(=O)C)C)O (10-Deacetyl-7-deoxybaccatin III). Yield: 52.6%. As a reaction SMILES: [CH3:1][C:2]1[C@@H:19]([OH:20])[CH2:18][C@:14]2([OH:21])[C:15]([CH3:17])([CH3:16])[C:3]=1[C@@H:4]([O:38]C(C)=O)[C:5]([C@@:7]1([CH3:37])[C@H:12]([C@@H:13]2[O:22][C:23]([C:25]2[CH:30]=[CH:29][CH:28]=[CH:27][CH:26]=2)=[O:24])[C@:11]2([O:33][C:34]([CH3:36])=[O:35])[CH2:31][O:32][C@@H:10]2[CH2:9][CH2:8]1)=[O:6].O.NN.C(OCC)(=O)C>C(O)C>[CH3:1][C:2]1[C@@H:19]([OH:20])[CH2:18][C@:14]2([OH:21])[C:15]([CH3:16])([CH3:17])[C:3]=1[C@@H:4]([OH:38])[C:5]([C@@:7]1([CH3:37])[C@H:12]([C@@H:13]2[O:22][C:23]([C:25]2[CH:30]=[CH:29][CH:28]=[CH:27][CH:26]=2)=[O:24])[C@:11]2([O:33][C:34]([CH3:36])=[O:35])[CH2:31][O:32][C@@H:10]2[CH2:9][CH2:8]1)=[O:6] |f:1.2|. Reported procedure: 6.85 g of 7-deoxybaccatin III was dissolved in 250 ml of 95% ethanol, and 25 ml of hydrazine monohydrate was added thereto, followed by stirring at room temperature for 7 hours. Ethyl acetate was added to the reaction solution, the resulting mixture was washed successively with water and a saturated aqueous sodium chloride solution, and the organic layer was dried over anhydrous sodium sulfate. The solvent was evaporated under reduced pressure, and the resulting residue was purified by silica ge... The reactants are COC1=C(CN(S(=O)(=O)C2=C(C(=C(C=C2)O[C@@H]2[C@H](CCCC2)C2=CC=NN2CC)F)F)C2=NC=NC=C2)C=CC(=C1)OC (N-(2,4-dimethoxybenzyl)-4-{[(1S*,2R*)-2-(1-ethyl-1H-pyrazol-5-yl)cyclohexyl]oxy}-2,3-difluoro-N-(pyrimidin-4-yl)benzenesulfonamide), C(C)[SiH](CC)CC (triethylsilane), FC(C(=O)O)(F)F (trifluoroacetic acid). Solvent: ClCCl (dichloromethane). Yields the product C(C)N1N=CC=C1[C@@H]1[C@H](CCCC1)OC1=C(C(=C(C=C1)S(=O)(=O)NC1=NC=NC=C1)F)F (4-{[(1S*,2R*)-2-(1-Ethyl-1H-pyrazol-5-yl)cyclohexyl]oxy}-2,3-difluoro-N-(pyrimidin-4-yl)benzenesulfonamide). The yield is 83.7%. Reaction SMILES: COC1C=C(OC)C=CC=1C[N:6]([C:32]1[CH:37]=[CH:36][N:35]=[CH:34][N:33]=1)[S:7]([C:10]1[CH:15]=[CH:14][C:13]([O:16][C@H:17]2[CH2:22][CH2:21][CH2:20][CH2:19][C@@H:18]2[C:23]2[N:27]([CH2:28][CH3:29])[N:26]=[CH:25][CH:24]=2)=[C:12]([F:30])[C:11]=1[F:31])(=[O:9])=[O:8].C([SiH](CC)CC)C.FC(F)(F)C(O)=O>ClCCl>[CH2:28]([N:27]1[C:23]([C@H:18]2[CH2:19][CH2:20][CH2:21][CH2:22][C@@H:17]2[O:16][C:13]2[CH:14]=[CH:15][C:10]([S:7]([NH:6][C:32]3[CH:37]=[CH:36][N:35]=[CH:34][N:33]=3)(=[O:8])=[O:9])=[C:11]([F:31])[C:12]=2[F:30])=[CH:24][CH:25]=[N:26]1)[CH3:29]. Procedure: The reaction and aftertreatment were conducted in the same manner as in Example 1b by using the N-(2,4-dimethoxybenzyl)-4-{[(1S*,2R*)-2-(1-ethyl-1H-pyrazol-5-yl)cyclohexyl]oxy}-2,3-difluoro-N-(pyrimidin-4-yl)benzenesulfonamide (0.060 g, 0.09 mmol) prepared in Example 41a, triethylsilane (0.07 mL), trifluoroacetic acid (0.09 mL) and dichloromethane (0.9 mL), to yield the title compound (34.9 mg, 82%) as a colorless solid. Procedure details: The compound prepared in Example 91 (6.0 g, 0.012 mol), toluene (15 g, 0.16 mol), methanol (100 g, 3.1 mol) and concentrated sulfuric acid (0.4 g, 0.004 mol) are added to a reaction flask and heated to reflux. After eight hours at reflux, the solvents are removed by distillation and the residue is dissolved in 200 g of toluene. The solution is then passed through an absorbent (silica gel) to remove residual acid. The toluene is distilled off and the residue is twice recrystallized from methanol.... RXN SMILES: [C:1]([C:4]1[CH:33]=[CH:32][C:7]2=[N:8][N:9]([C:11]3[CH:16]=[C:15]([C:17]([CH3:20])([CH3:19])[CH3:18])[CH:14]=[C:13]([C:21]([C:24]4[CH:29]=[CH:28][C:27]([Cl:30])=[CH:26][CH:25]=4)([CH3:23])[CH3:22])[C:12]=3[OH:31])[N:10]=[C:6]2[CH:5]=1)([OH:3])=[O:2].[C:34]1(C)C=CC=CC=1.CO.S(=O)(=O)(O)O>>[CH3:34][O:2][C:1]([C:4]1[CH:33]=[CH:32][C:7]2=[N:8][N:9]([C:11]3[CH:16]=[C:15]([C:17]([CH3:18])([CH3:19])[CH3:20])[CH:14]=[C:13]([C:21]([C:24]4[CH:25]=[CH:26][C:27]([Cl:30])=[CH:28][CH:29]=4)([CH3:23])[CH3:22])[C:12]=3[OH:31])[N:10]=[C:6]2[CH:5]=1)=[O:3]. Starting materials: C(=O)(O)C1=CC=2C(=NN(N2)C2=C(C(=CC(=C2)C(C)(C)C)C(C)(C)C2=CC=C(C=C2)Cl)O)C=C1 (5-Carboxy-2-(2-hydroxy-3-(4-chloro-α-cumyl)-5-tert-butylphenyl)-2H-benzotriazole), C1(=CC=CC=C1)C (toluene), CO (methanol), S(O)(O)(=O)=O (sulfuric acid). Product: COC(=O)C1=CC=2C(=NN(N2)C2=C(C(=CC(=C2)C(C)(C)C)C(C)(C)C2=CC=C(C=C2)Cl)O)C=C1 (5-Methoxycarbonyl-2-(2-hydroxy-3-(4-chloro-α-cumyl)-5-tert-butylphenyl)-2H-benzotriazole), powder. Starting materials: Cl (hydrogen chloride), 38, [N+](=O)([O-])C=1C=CC2=C(CCC(O2)CO)C1 (3,4-dihydro-6-nitro-2H-1-benzopyran-2-methanol), O1CCCC=C1 (3,4-dihydro-2H-pyran). The reagents and catalysts are CC(C)O (2-propanol). Run in ClC(Cl)Cl (trichloromethane). Conditions: time 3 hour. Yields the product 34, [N+](=O)([O-])C=1C=CC2=C(CCC(O2)COC2OCCCC2)C1 (3,4-dihydro-6-nitro-2-[[(tetrahydro-2H-pyran -2-yl)oxy]methyl]-2H-1-benzopyran). The yield is 64.0%. As a reaction SMILES: [N+:1]([C:4]1[CH:5]=[CH:6][C:7]2[O:12][CH:11]([CH2:13][OH:14])[CH2:10][CH2:9][C:8]=2[CH:15]=1)([O-:3])=[O:2].[O:16]1[CH:21]=[CH:20][CH2:19][CH2:18][CH2:17]1.Cl>CC(O)C.ClC(Cl)Cl>[N+:1]([C:4]1[CH:5]=[CH:6][C:7]2[O:12][CH:11]([CH2:13][O:14][CH:17]3[CH2:18][CH2:19][CH2:20][CH2:21][O:16]3)[CH2:10][CH2:9][C:8]=2[CH:15]=1)([O-:3])=[O:2]. Reported procedure: To a stirred mixture of 38 parts of 3,4-dihydro-6-nitro-2H-1-benzopyran-2-methanol, 30 parts of 3,4-dihydro-2H-pyran and 750 parts of trichloromethane were added 3 drops of 2-propanol saturated with hydrogen chloride (slightly exothermic reaction). The whole was stirred for 3 hours in a water bath at room temperature. The whole was washed with a cold sodium hydroxide solution 10% and with water. The organic layer was dried, filtered and evaporated. The oily residue was purified by column chromat... Reactants: COC=1C=C2C=3C(CCCC3NC2=CC1)C(=O)O (6-methoxy-1,2,3,4-tetrahydrocarbazole-4-carboxylic acid), C(C1=CC=CC=C1)Cl (benzyl chloride), C([O-])([O-])=O.[Na+].[Na+] (sodium carbonate). The solvent is CN(C=O)C (dimethylformamide). Product: COC=1C=C2C=3C(CCCC3NC2=CC1)C(=O)OCC1=CC=CC=C1 (Benzyl 6-methoxy-1,2,3,4-tetrahydrocarbazole-4-carboxylate). As a reaction SMILES: [CH3:1][O:2][C:3]1[CH:4]=[C:5]2[C:13](=[CH:14][CH:15]=1)[NH:12][C:11]1[CH2:10][CH2:9][CH2:8][CH:7]([C:16]([OH:18])=[O:17])[C:6]2=1.[CH2:19](Cl)[C:20]1[CH:25]=[CH:24][CH:23]=[CH:22][CH:21]=1.C(=O)([O-])[O-].[Na+].[Na+]>CN(C)C=O>[CH3:1][O:2][C:3]1[CH:4]=[C:5]2[C:13](=[CH:14][CH:15]=1)[NH:12][C:11]1[CH2:10][CH2:9][CH2:8][CH:7]([C:16]([O:18][CH2:19][C:20]3[CH:25]=[CH:24][CH:23]=[CH:22][CH:21]=3)=[O:17])[C:6]2=1 |f:2.3.4|. Reported procedure: Following a procedure similar to that of Example 34C but using 37.2 g. of 6-methoxy-1,2,3,4-tetrahydrocarbazole-4-carboxylic acid, 19.5 g. of benzyl chloride and 16.8 g. of sodium carbonate in 300 ml. of dry dimethylformamide there was obtained 40.3 g. of the title compound; m.p. 81°-83°C. (ethyl alcoholpentane).